Dataset: the Open Reaction Database (ORD), a public repository of structured organic reaction records. Task: describe an organic reaction: reactants, conditions, products, and yield Reactants: CC1(NC(CC(C1)(C#N)O)(C)C)C (2,2,6,6-Tetramethyl-4-hydroxy-4-cyanopiperidine), C(C)(C)(C)O (tert.-butanol), S(O)(O)(=O)=O (sulfuric acid). Solvent: C(C)(=O)O (acetic acid). Reaction conditions: time 2 hour. Product: CC1(NC(CC(C1)(C(NC(C)(C)C)=O)O)(C)C)C (2,2,6,6-Tetramethyl-4-hydroxy-4-tert.-butylcarbamoyl piperidine). As a reaction SMILES: [CH3:1][C:2]1([CH3:13])[CH2:7][C:6]([OH:10])([C:8]#[N:9])[CH2:5][C:4]([CH3:12])([CH3:11])[NH:3]1.[C:14](O)([CH3:17])([CH3:16])[CH3:15].S(=O)(=O)(O)[OH:20]>C(O)(=O)C>[CH3:1][C:2]1([CH3:13])[CH2:7][C:6]([OH:10])([C:8](=[O:20])[NH:9][C:14]([CH3:17])([CH3:16])[CH3:15])[CH2:5][C:4]([CH3:12])([CH3:11])[NH:3]1. Procedure: 54.6 g 2,2,6,6-Tetramethyl-4-hydroxy-4-cyanopiperidine together with 45 g tert.-butanol in 200 ml glacial acetic acid are introduced into the reactor. Subsequently, 60 g concentrated sulfuric acid are added dropwise with agitation, and agitation is continued for 2 hours at 70° C., thus forming a precipitate which is filtered off and dissolved in water. On alkalization with NaOH, the product precipitates, it is suction-filtered and recrystallized from ethyl acetate. Yield 44 g, m.p. 134°-136° C. Starting materials: C(C1=CC=CC=C1)(=O)N=C=O (benzoyl isocyanate), [N+](=[N-])=C[Si](C)(C)C ((diazomethyl)trimethylsilane). The solvent is C(C)#N (acetonitrile). Conditions: temperature 2.5 celsius, time 1 hour. The product is C1(=CC=CC=C1)C=1OCC(N1)=O (2-Phenyloxazol-4(5H)-one). As a reaction SMILES: [C:1]([N:9]=[C:10]=[O:11])(=[O:8])[C:2]1[CH:7]=[CH:6][CH:5]=[CH:4][CH:3]=1.[N+](=[CH:14][Si](C)(C)C)=[N-]>C(#N)C>[C:2]1([C:1]2[O:8][CH2:14][C:10](=[O:11])[N:9]=2)[CH:7]=[CH:6][CH:5]=[CH:4][CH:3]=1. Procedure: To a solution of benzoyl isocyanate (2 g, 12.2 mmol) in acetonitrile (40 mL) was added rapidly (diazomethyl)trimethylsilane (2M solution in hexane, 7.34 mL, 14.7 mmol) at 0-5° C., whereby the temperature rose to 15° C. (bubbling). The mixture was stirred at 0-5° C. for 1 h. Following solvent evaporation, the product was obtained after purification by flash chromatography (using silica gel and an ethyl acetate/heptane gradient) as yellow solid (1.84 g with 90% purity, 10.3 mmol, 84.0%) which was ... The reactants are CCN=C=NCCCN(C)C, CC#N, CCOC(C)=O, CN(CCN)CCNC(=O)OC(C)(C)C, O=C(O)c1cccnc1. Product: CN(CCNC(=O)OC(C)(C)C)CCNC(=O)c1cccnc1. As a reaction SMILES: [CH3:25][CH2:26][N:27]=[C:28]=[N:29][CH2:30][CH2:31][CH2:32][N:33]([CH3:34])[CH3:35].[CH3:36][C:37]#[N:38].[CH3:39][CH2:40][O:41][C:42]([CH3:43])=[O:44].[NH2:1][CH2:2][CH2:3][N:4]([CH2:5][CH2:6][NH:7][C:8]([O:9][C:10]([CH3:11])([CH3:12])[CH3:13])=[O:14])[CH3:15].[OH:16][C:17](=[O:18])[c:19]1[cH:20][cH:21][cH:22][n:23][cH:24]1>>[NH:1]([CH2:2][CH2:3][N:4]([CH2:5][CH2:6][NH:7][C:8]([O:9][C:10]([CH3:11])([CH3:12])[CH3:13])=[O:14])[CH3:15])[C:17](=[O:16])[c:19]1[cH:20][cH:21][cH:22][n:23][cH:24]1.